From a dataset of the Open Reaction Database (ORD), a public repository of structured organic reaction records. describe an organic reaction: reactants, conditions, products, and yield Starting materials: NC(=O)c1ccc2c(c1)C(=O)OC2c1ccc(F)cc1, CN(C)C=O, O=S(Cl)Cl. Yields the product N#Cc1ccc2c(c1)C(=O)OC2c1ccc(F)cc1. Reaction SMILES: [F:1][c:2]1[cH:3][cH:4][c:5]([CH:8]2[O:9][C:10](=[O:20])[c:11]3[cH:12][c:13]([C:17](=[O:18])[NH2:19])[cH:14][cH:15][c:16]32)[cH:6][cH:7]1.[O:25]=[CH:26][N:27]([CH3:28])[CH3:29].[S:21]([Cl:22])([Cl:23])=[O:24]>>[F:1][c:2]1[cH:3][cH:4][c:5]([CH:8]2[O:9][C:10](=[O:20])[c:11]3[cH:12][c:13]([C:17]#[N:19])[cH:14][cH:15][c:16]32)[cH:6][cH:7]1.